From a dataset of the Open Reaction Database (ORD), a public repository of structured organic reaction records. describe an organic reaction: reactants, conditions, products, and yield Starting materials: CO, [Ca+2], ClI, Nc1ccc2c(c1)C(=O)CC2, [Na+], [Na+], O=C([O-])[O-], O, O=S([O-])([O-])=S. Product: Nc1ccc2c(c1I)C(=O)CC2. RXN SMILES: [CH3:26][OH:27].[Ca+2:12].[I:17][Cl:18].[NH2:1][c:2]1[cH:3][cH:4][c:5]2[c:9]([cH:10]1)[C:8](=[O:11])[CH2:7][CH2:6]2.[Na+:24].[Na+:25].[O-:13][C:14](=[O:15])[O-:16].[OH2:28].[S:19]([O-:20])([O-:21])(=[O:22])=[S:23]>>[NH2:1][c:2]1[cH:3][cH:4][c:5]2[c:9]([c:10]1[I:17])[C:8](=[O:11])[CH2:7][CH2:6]2. Starting materials: FC(C1=CC=C(CN2N3C(C(=C(C2=O)C2=CC=C(C=C2)Cl)C2=CC=C(C=C2)Cl)=NN(C3=O)COCC[Si](C)(C)C)C=C1)(F)F (5-(4-(trifluoromethyl)benzyl)-7,8-bis(4-chlorophenyl)-2-((2-(trimethylsilyl)ethoxy)methyl)-[1,2,4]triazolo[4,3-b]pyridazine-3,6(2H,5H)-dione). Run in Cl (HCl), O1CCOCC1 (dioxane). The product is FC(C1=CC=C(CN2N3C(C(=C(C2=O)C2=CC=C(C=C2)Cl)C2=CC=C(C=C2)Cl)=NNC3=O)C=C1)(F)F (5-(4-(Trifluoromethyl)benzyl)-7,8-bis(4-chlorophenyl)-[1,2,4]triazolo[4,3-b]pyridazine-3,6(2H,5H)-dione). RXN SMILES: [F:1][C:2]([F:44])([F:43])[C:3]1[CH:42]=[CH:41][C:6]([CH2:7][N:8]2[C:13](=[O:14])[C:12]([C:15]3[CH:20]=[CH:19][C:18]([Cl:21])=[CH:17][CH:16]=3)=[C:11]([C:22]3[CH:27]=[CH:26][C:25]([Cl:28])=[CH:24][CH:23]=3)[C:10]3=[N:29][N:30](COCC[Si](C)(C)C)[C:31](=[O:32])[N:9]23)=[CH:5][CH:4]=1>Cl.O1CCOCC1>[F:44][C:2]([F:1])([F:43])[C:3]1[CH:42]=[CH:41][C:6]([CH2:7][N:8]2[C:13](=[O:14])[C:12]([C:15]3[CH:20]=[CH:19][C:18]([Cl:21])=[CH:17][CH:16]=3)=[C:11]([C:22]3[CH:27]=[CH:26][C:25]([Cl:28])=[CH:24][CH:23]=3)[C:10]3=[N:29][NH:30][C:31](=[O:32])[N:9]23)=[CH:5][CH:4]=1. Reported procedure: The solution of 5-(4-(trifluoromethyl)benzyl)-7,8-bis(4-chlorophenyl)-2-((2-(trimethylsilyl)ethoxy)methyl)-[1,2,4]triazolo[4,3-b]pyridazine-3,6(2H,5H)-dione (118 mg, 0.18 mmol) in 4M HCl in dioxane (4 ml) in a sealed tube was heated at 90° C. for 6 hours. After this time, the reaction mixture was cooled to RT, and subsequently concentrated under reduced pressure. The resulting crude product was purified by reverse phase HPLC to give the title compound, the final product, 5-(4-(trifluoromethyl)be...